Task: describe an organic reaction: reactants, conditions, products, and yield. Dataset: the Open Reaction Database (ORD), a public repository of structured organic reaction records Reactants: COCCOc1cc2nncc(Oc3cc(OCc4ccccc4)c(C)cc3F)c2cc1OC, CO, CN(C)C=O. The product is COCCOc1cc2nncc(Oc3cc(O)c(C)cc3F)c2cc1OC. As a reaction SMILES: [CH2:1]([c:2]1[cH:3][cH:4][cH:5][cH:6][cH:7]1)[O:8][c:9]1[c:10]([CH3:34])[cH:11][c:12]([F:33])[c:13]([O:14][c:15]2[cH:16][n:17][n:18][c:19]3[cH:20][c:21]([O:27][CH2:28][CH2:29][O:30][CH3:31])[c:22]([O:25][CH3:26])[cH:23][c:24]23)[cH:32]1.[CH3:35][OH:36].[O:37]=[CH:38][N:39]([CH3:40])[CH3:41]>>[OH:8][c:9]1[c:10]([CH3:34])[cH:11][c:12]([F:33])[c:13]([O:14][c:15]2[cH:16][n:17][n:18][c:19]3[cH:20][c:21]([O:27][CH2:28][CH2:29][O:30][CH3:31])[c:22]([O:25][CH3:26])[cH:23][c:24]23)[cH:32]1.